From a dataset of the Open Reaction Database (ORD), a public repository of structured organic reaction records. describe an organic reaction: reactants, conditions, products, and yield The reactants are C(C)(C)(C)O[C@H](C(=O)OCC)C=1C(=NC(=C(C1N1CCC(CC1)(C)C)C1=CC=C(C=C1)O)C)C ((S)-ethyl 2-(tert-butoxy)-2-(4-(4,4-dimethylpiperidin-1-yl)-5-(4-hydroxyphenyl)-2,6-dimethylpyridin-3-yl)acetate), FC=1C=C(C=CC1F)CCO (2-(3,4-difluorophenyl)ethanol), C1=CC=C(C=C1)P(C2=CC=CC=C2)C3=CC=CC=C3 (Ph3P), CCOC(=O)/N=N/C(=O)OCC (DEAD), [OH-].[Na+] (NaOH). Solvent: C1CCOC1 (THF), CO (MeOH). Reaction conditions: time 18 hour. Yields the product C(C)(C)(C)O[C@H](C(=O)O)C=1C(=NC(=C(C1N1CCC(CC1)(C)C)C1=CC=C(C=C1)OCCC1=CC(=C(C=C1)F)F)C)C ((S)-2-(tert-butoxy)-2-(5-(4-(3,4-difluorophenethoxy)phenyl)-4-(4,4-dimethylpiperidin-1-yl)-2,6-dimethylpyridin-3-yl)acetic acid). Isolated yield 6.8%. RXN SMILES: [C:1]([O:5][C@@H:6]([C:12]1[C:13]([CH3:34])=[N:14][C:15]([CH3:33])=[C:16]([C:26]2[CH:31]=[CH:30][C:29](O)=[CH:28][CH:27]=2)[C:17]=1[N:18]1[CH2:23][CH2:22][C:21]([CH3:25])([CH3:24])[CH2:20][CH2:19]1)[C:7]([O:9]CC)=[O:8])([CH3:4])([CH3:3])[CH3:2].[F:35][C:36]1[CH:37]=[C:38]([CH2:43][CH2:44][OH:45])[CH:39]=[CH:40][C:41]=1[F:42].C1C=CC(P(C2C=CC=CC=2)C2C=CC=CC=2)=CC=1.CCOC(/N=N/C(OCC)=O)=O.[OH-].[Na+]>C1COCC1.CO>[C:1]([O:5][C@@H:6]([C:12]1[C:13]([CH3:34])=[N:14][C:15]([CH3:33])=[C:16]([C:26]2[CH:27]=[CH:28][C:29]([O:45][CH2:44][CH2:43][C:38]3[CH:39]=[CH:40][C:41]([F:42])=[C:36]([F:35])[CH:37]=3)=[CH:30][CH:31]=2)[C:17]=1[N:18]1[CH2:19][CH2:20][C:21]([CH3:25])([CH3:24])[CH2:22][CH2:23]1)[C:7]([OH:9])=[O:8])([CH3:4])([CH3:2])[CH3:3] |f:4.5|. Procedure: To a stirred solution of (S)-ethyl 2-(tert-butoxy)-2-(4-(4,4-dimethylpiperidin-1-yl)-5-(4-hydroxyphenyl)-2,6-dimethylpyridin-3-yl)acetate (20 mg, 0.043 mmol), 2-(3,4-difluorophenyl)ethanol (33.7 mg, 0.213 mmol) and Ph3P-resin (33.5 mg, 0.128 mmol) in THF (2 mL) was added DEAD (0.020 mL, 0.128 mmol) at rt. After 18 h, mixture was filtered to remove polymer, concentrated and treated with 1N NaOH (0.854 mL, 0.854 mmol) in MeOH (1 mL) at 75° C. for 16 h. Mixture was then cooled and purified by prep-...